From a dataset of the Open Reaction Database (ORD), a public repository of structured organic reaction records. describe an organic reaction: reactants, conditions, products, and yield Reported procedure: This compound was prepared from the methyl ester (example 12, part i) by the method described in Example 10, part iii, m.p. 209°-211° C. RXN SMILES: C[O:2][C:3]([C:5]1[C:6]2[C:7]([CH2:14][C:15]3[CH:20]=[CH:19][C:18]([O:21][CH2:22][C:23]4[CH:32]=[CH:31][C:30]5[C:25](=[CH:26][CH:27]=[CH:28][CH:29]=5)[N:24]=4)=[CH:17][CH:16]=3)=[CH:8][NH:9][C:10]=2[CH:11]=[CH:12][CH:13]=1)=[O:4].CN1C2C(=CC=C(C(O)=O)C=2)C(CC2C=CC(OCC3C=CC4C(=CC=CC=4)N=3)=CC=2)=C1>>[N:24]1[C:25]2[C:30](=[CH:29][CH:28]=[CH:27][CH:26]=2)[CH:31]=[CH:32][C:23]=1[CH2:22][O:21][C:18]1[CH:17]=[CH:16][C:15]([CH2:14][C:7]2[C:6]3[C:5]([C:3]([OH:4])=[O:2])=[CH:13][CH:12]=[CH:11][C:10]=3[NH:9][CH:8]=2)=[CH:20][CH:19]=1. Starting materials: COC(=O)C=1C=2C(=CNC2C=CC1)CC1=CC=C(C=C1)OCC1=NC2=CC=CC=C2C=C1 (3-[4-(Quinolin-2-ylmethoxy)benzyl]indole-4-carboxylic acid methyl ester), CN1C=C(C2=CC=C(C=C12)C(=O)O)CC1=CC=C(C=C1)OCC1=NC2=CC=CC=C2C=C1 (1-Methyl-3-[4-(quinolin-2-ylmethoxy)benzyl]indole-6-carboxylic acid). Product: N1=C(C=CC2=CC=CC=C12)COC1=CC=C(CC2=CNC=3C=CC=C(C23)C(=O)O)C=C1 (3-[4-(Quinolin-2-ylmethoxy)benzyl]indole-4-carboxylic acid). Starting materials: C1(CC1)NC(C1=CC(=C(C=C1)F)N)=O (N-cyclopropyl-4-fluoro-3-aminobenzamide), CS(=O)(=O)Cl (methanesulfonyl chloride). Run in N1=CC=CC=C1 (pyridine). Yields the product C1(CC1)NC(C1=CC(=C(C=C1)F)NS(=O)(=O)C)=O (N-cyclopropyl-4-fluoro-3-methanesulfonylaminobenzamide). RXN SMILES: [CH:1]1([NH:4][C:5](=[O:14])[C:6]2[CH:11]=[CH:10][C:9]([F:12])=[C:8]([NH2:13])[CH:7]=2)[CH2:3][CH2:2]1.[CH3:15][S:16](Cl)(=[O:18])=[O:17]>N1C=CC=CC=1>[CH:1]1([NH:4][C:5](=[O:14])[C:6]2[CH:11]=[CH:10][C:9]([F:12])=[C:8]([NH:13][S:16]([CH3:15])(=[O:18])=[O:17])[CH:7]=2)[CH2:2][CH2:3]1. Procedure: N-cyclopropyl-4-fluoro-3-methanesulfonylaminobenzamide was prepared by treatment of N-cyclopropyl-4-fluoro-3-aminobenzamide (prepared by a procedure similar to Example 1) with methanesulfonyl chloride in the presence of pyridine by standard procedure. Reactants: resultant product, C(C=C)[Mg]Br (Allylmagnesium bromide), C12C=CC(C=C1)C2 (bicyclo[2.2.1]hepta-2,5-diene), O=O (oxygen), [Cl-].[NH4+] (ammonium chloride). Run in O (water), O (water), C(C)OCC (diethyl ether). Run at temperature 140 celsius. Product: C12C3C(CC3C(C=C1)C2)CO (tricyclo[4.2.1.02,5 ]non-7-en-3-ylmethanol). The yield is 70.0%. RXN SMILES: [CH2:1]([Mg]Br)[CH:2]=[CH2:3].[CH:6]12[CH2:12][CH:9]([CH:10]=[CH:11]1)[CH:8]=[CH:7]2.[O:13]=O.[Cl-].[NH4+]>C(OCC)C.O>[CH:2]12[CH2:1][CH:9]([CH:10]=[CH:11]1)[CH:8]1[CH:3]2[CH:6]([CH2:12][OH:13])[CH2:7]1 |f:3.4|. Reported procedure: Allylmagnesium bromide (50 mmoles) and bicyclo[2.2.1]hepta-2,5-diene (50 mmoles) were reacted in diethyl ether in a sealed bomb by heating for 2.25 hours at 125° C. and one hour at 140° C. The reaction product was then oxidized at 0° C. by passing gaseous oxygen through the product for about 30 minutes. The resultant product was then hydrolyzed with water followed by aqueous ammonium chloride solution and then water. After drying the product over anhydrous magnesium sulfate, the diethyl ether so... Starting materials: C1(CCCCC1)N=C=NC1CCCCC1 (dicyclohexylcarbodiimide), C(C1=CC=CC=C1)(C1=CC=CC=C1)(C1=CC=CC=C1)NC=1SC=C(N1)C(C(=O)O)=NOCC1=NN=NN1 (2-tritylamino-4-thiazolyl-2-(tetrazol-5-yl-methyloxyimino)-acetic acid), NC1[C@@H]2N(C(=C(CS2)COC(C)=O)C(=O)OC(C)(C)C)C1=O (tert.-butyl 7-amino-3-acetoxymethyl-ceph-3-eme-4-carboxylate), N1=CC=CC=C1 (pyridine). Solvent: C(C)(=O)OCC (ethyl acetate), C(Cl)Cl (methylene chloride). Reaction conditions: time 1 hour. Product: C(C)(=O)OCC=1CS[C@H]2N(C1C(=O)OC(C)(C)C)C(C2NC(C(=NOCC2=NN=NN2)C=2N=C(SC2)NC(C2=CC=CC=C2)(C2=CC=CC=C2)C2=CC=CC=C2)=O)=O (tert.-butyl 3-acetoxymethyl-7-[2-(2-tritylamino-4-thiazolyl)-2-(tetrazol-5-yl-methyloxyimino)-acetamido]-ceph-3-eme-4-carboxylate), product. RXN SMILES: C1(N=C=NC2CCCCC2)CCCCC1.[C:16]([NH:35][C:36]1[S:37][CH:38]=[C:39]([C:41](=[N:45][O:46][CH2:47][C:48]2[NH:52][N:51]=[N:50][N:49]=2)[C:42](O)=[O:43])[N:40]=1)([C:29]1[CH:34]=[CH:33][CH:32]=[CH:31][CH:30]=1)([C:23]1[CH:28]=[CH:27][CH:26]=[CH:25][CH:24]=1)[C:17]1[CH:22]=[CH:21][CH:20]=[CH:19][CH:18]=1.[NH2:53][CH:54]1[C:73](=[O:74])[N:56]2[C:57]([C:66]([O:68][C:69]([CH3:72])([CH3:71])[CH3:70])=[O:67])=[C:58]([CH2:61][O:62][C:63](=[O:65])[CH3:64])[CH2:59][S:60][C@H:55]12.N1C=CC=CC=1>C(Cl)Cl.C(OCC)(=O)C>[C:63]([O:62][CH2:61][C:58]1[CH2:59][S:60][C@@H:55]2[CH:54]([NH:53][C:42](=[O:43])[C:41]([C:39]3[N:40]=[C:36]([NH:35][C:16]([C:23]4[CH:28]=[CH:27][CH:26]=[CH:25][CH:24]=4)([C:17]4[CH:18]=[CH:19][CH:20]=[CH:21][CH:22]=4)[C:29]4[CH:34]=[CH:33][CH:32]=[CH:31][CH:30]=4)[S:37][CH:38]=3)=[N:45][O:46][CH2:47][C:48]3[NH:52][N:51]=[N:50][N:49]=3)[C:73](=[O:74])[N:56]2[C:57]=1[C:66]([O:68][C:69]([CH3:70])([CH3:72])[CH3:71])=[O:67])(=[O:65])[CH3:64]. Procedure: A solution of 0.5 g of dicyclohexylcarbodiimide in 5 ml of methylene chloride was added to a mixture of 1.024 g of the product of Step C, 0.656 mg of tert.-butyl 7-amino-3-acetoxymethyl-ceph-3-eme-4-carboxylate and 2 ml of pyridine and the mixture was stirred for one hour at room temperature. The mixture was vacuum filtered and 25 ml of N hydrochloric acid were added to the filtrate. The mixture was stirred for 5 minutes and the decanted organic phase was washed with 25 ml of water, was dried an... Starting materials: BrC1=CC(=CC2=C1OC1C2CN(CC1)C(=O)OC(C)(C)C)C1=C(C=C(C=C1)Cl)Cl (tert-Butyl 6-bromo-8-(2,4-dichlorophenyl)-3,4,4a,9b-tetrahydro[1]benzofuro[3,2-c]pyridine-2(1H)-carboxylate), FC(C(=O)O)(F)F (trifluoroacetic acid). Reagents/catalysts: [Cu]Br (copper (I) bromide). The solvent is CCOC(=O)C (EtOAc), CCOC(=O)C (EtOAc), C[O-].[Na+] (sodium methoxide), CO (methanol), C(Cl)Cl (CH2Cl2). Conditions: temperature 85 celsius, time 4.5 hour. Yields the product ClC1=C(C=CC(=C1)Cl)C=1C=C(C2=C(C1)C1CNCCC1O2)OC (8-(2,4-Dichlorophenyl)-6-methoxy-1,2,3,4,4a,9b-hexahydro[1]benzofuro[3,2-c]pyridine). Reaction SMILES: Br[C:2]1[C:7]2[O:8][CH:9]3[CH2:14][CH2:13][N:12](C(OC(C)(C)C)=O)[CH2:11][CH:10]3[C:6]=2[CH:5]=[C:4]([C:22]2[CH:27]=[CH:26][C:25]([Cl:28])=[CH:24][C:23]=2[Cl:29])[CH:3]=1.FC(F)(F)[C:32](O)=[O:33]>CCOC(C)=O.C[O-].[Na+].CO.C(Cl)Cl.[Cu]Br>[Cl:29][C:23]1[CH:24]=[C:25]([Cl:28])[CH:26]=[CH:27][C:22]=1[C:4]1[CH:3]=[C:2]([O:33][CH3:32])[C:7]2[O:8][CH:9]3[CH:10]([CH2:11][NH:12][CH2:13][CH2:14]3)[C:6]=2[CH:5]=1 |f:3.4|. Procedure details: In a 7 mL vial, copper (I) bromide (0.15 mmol, 22 mg) was diluted with 0.1 mL EtOAc and 0.6 mL of sodium methoxide in methanol (25 wt %). tert-Butyl 6-bromo-8-(2,4-dichlorophenyl)-3,4,4a,9b-tetrahydro[1]benzofuro[3,2-c]pyridine-2(1H)-carboxylate (0.5 mmol, 250 mg) was added to the thick slurry and heated to 85° C. on the orbit shaker. An additional 0.1 mL of EtOAc was added. After 4.5 hr, the solvent was removed in vacuo. The resulting material was diluted with water and extracted three times wi... Reactants: CN1CCC(CC1)OC(=O)C(OC2=CC=C(C=C2)Cl)OC3=CC=C(C=C3)Cl (MPCA), C(C(C)C)C(=O)C (methyl isobutyl ketone). Reagents/catalysts: [Pd] (Pd/C). Run at temperature 90 celsius, time 22 hour. Yields the product CN1CCC(CC1)OC(=O)C(OC2=CC=C(C=C2)Cl)OC3=CC=C(C=C3)Cl.CC(C)CC(=O)C (MPCA MIBK). As a reaction SMILES: [CH3:1][N:2]1[CH2:7][CH2:6][CH:5]([O:8][C:9]([CH:11]([O:20][C:21]2[CH:26]=[CH:25][C:24]([Cl:27])=[CH:23][CH:22]=2)[O:12][C:13]2[CH:18]=[CH:17][C:16]([Cl:19])=[CH:15][CH:14]=2)=[O:10])[CH2:4][CH2:3]1.[CH2:28]([C:32]([CH3:34])=[O:33])[CH:29]([CH3:31])[CH3:30]>[Pd]>[CH3:1][N:2]1[CH2:7][CH2:6][CH:5]([O:8][C:9]([CH:11]([O:20][C:21]2[CH:22]=[CH:23][C:24]([Cl:27])=[CH:25][CH:26]=2)[O:12][C:13]2[CH:14]=[CH:15][C:16]([Cl:19])=[CH:17][CH:18]=2)=[O:10])[CH2:4][CH2:3]1.[CH3:30][CH:29]([CH2:28][C:32]([CH3:34])=[O:33])[CH3:31] |f:3.4|. Reported procedure: An amount of 20.5 grams 10% Pd/C catalyst (50% wet) (3 wt % based on MPCA+MIBK) was charged to a one liter SS reactor, followed by 149.8 grams (0.48 m) MPCA dissolved in 165.75 grams (1.66 m) methyl isobutyl ketone (MIBK). The reactor was purged three times and leak checked with N2, then purged three times and leak checked with H2. The reaction mix was heated to 90° C. and charged with 100 psi H2 connected to a H2 ballast tank. The reaction was allowed to proceed 22 hours then the H2 pressure ra... The reactants are CC1=NC=C(C=N1)C=O (2-methyl-5-formyl-pyrimidine), Cl.NO (hydroxylamine hydrochloride), C([O-])([O-])=O.[Na+].[Na+] (sodium carbonate). Run in CO (methanol). Run at temperature 30 celsius, time 0.5 hour. Product: CC1=NC=C(C=N1)C=NO (2-Methyl-pyrimidine-5-carbaldehyde oxime). RXN SMILES: [CH3:1][C:2]1[N:7]=[CH:6][C:5]([CH:8]=O)=[CH:4][N:3]=1.Cl.[NH2:11][OH:12].C(=O)([O-])[O-].[Na+].[Na+]>CO>[CH3:1][C:2]1[N:7]=[CH:6][C:5]([CH:8]=[N:11][OH:12])=[CH:4][N:3]=1 |f:1.2,3.4.5|. Procedure details: To a mixture of 2-methyl-5-formyl-pyrimidine (180 gm) and hydroxylamine hydrochloride (128 gm) in 50% v/v aqueous methanol (3600 ml) was added sodium carbonate (94 gm). The reaction mixture was stirred at 30° C. for 0.5 h. The resulting suspension was cooled and filtered at −10° C. to provide single isomer of title compound in 113.5 gm quantity (56%) as a solid.